describe an organic reaction: reactants, conditions, products, and yield From a dataset of the Open Reaction Database (ORD), a public repository of structured organic reaction records. Reactants: C1CCNCC1, CCO, COc1ccccc1C(O)COc1ccc(C=O)cc1, O=C1CSC(=O)N1. Yields the product COc1ccccc1C(O)COc1ccc(C=C2SC(=O)NC2=O)cc1. RXN SMILES: [CH2:28]1[CH2:29][CH2:30][NH:31][CH2:32][CH2:33]1.[CH3:34][CH2:35][OH:36].[OH:1][CH:2]([CH2:3][O:4][c:5]1[cH:6][cH:7][c:8]([CH:9]=[O:10])[cH:11][cH:12]1)[c:13]1[c:14]([O:19][CH3:20])[cH:15][cH:16][cH:17][cH:18]1.[S:21]1[C:22](=[O:27])[NH:23][C:24](=[O:26])[CH2:25]1>>[OH:1][CH:2]([CH2:3][O:4][c:5]1[cH:6][cH:7][c:8]([CH:9]=[C:25]2[S:21][C:22](=[O:27])[NH:23][C:24]2=[O:26])[cH:11][cH:12]1)[c:13]1[c:14]([O:19][CH3:20])[cH:15][cH:16][cH:17][cH:18]1.